describe an organic reaction: reactants, conditions, products, and yield From a dataset of the Open Reaction Database (ORD), a public repository of structured organic reaction records. The reactants are C1CCOC1, Nc1ccncc1N, S=C=NCCN1CCC(Nc2nc3ccccc3n2Cc2ccco2)CC1. Product: Nc1ccncc1NC(=S)NCCN1CCC(Nc2nc3ccccc3n2Cc2ccco2)CC1. Reaction SMILES: [O:36]1[CH2:37][CH2:38][CH2:39][CH2:40]1.[n:1]1[cH:2][c:3]([NH2:8])[c:4]([NH2:7])[cH:5][cH:6]1.[o:9]1[c:10]([CH2:14][n:15]2[c:16]([NH:24][CH:25]3[CH2:26][CH2:27][N:28]([CH2:31][CH2:32][N:33]=[C:34]=[S:35])[CH2:29][CH2:30]3)[n:17][c:18]3[c:19]2[cH:20][cH:21][cH:22][cH:23]3)[cH:11][cH:12][cH:13]1>>[n:1]1[cH:2][c:3]([NH:8][C:34]([NH:33][CH2:32][CH2:31][N:28]2[CH2:27][CH2:26][CH:25]([NH:24][c:16]3[n:15]([CH2:14][c:10]4[o:9][cH:13][cH:12][cH:11]4)[c:19]4[c:18]([n:17]3)[cH:23][cH:22][cH:21][cH:20]4)[CH2:30][CH2:29]2)=[S:35])[c:4]([NH2:7])[cH:5][cH:6]1. Reactants: C(=O)NCCCN(CCCNC=O)C (N,N-bis(3-formamidopropyl)methylamine), C(C)N(C1=CC=CC=C1)CCCl (N-ethyl-N-(2-chloroethyl)aniline). The solvent is O (water). Yields the product [Cl-].C[N+](CCCNC=O)(CCCNC=O)CCN(C1=CC=CC=C1)CC (N-methyl-N-2-(N'-ethylanilino)ethyl-N,N-bis(3-formamidopropyl)-ammonium chloride). RXN SMILES: [CH:1]([NH:3][CH2:4][CH2:5][CH2:6][N:7]([CH3:14])[CH2:8][CH2:9][CH2:10][NH:11][CH:12]=[O:13])=[O:2].[CH2:15]([N:17]([CH2:24][CH2:25][Cl:26])[C:18]1[CH:23]=[CH:22][CH:21]=[CH:20][CH:19]=1)[CH3:16]>O>[Cl-:26].[CH3:14][N+:7]([CH2:16][CH2:15][N:17]([CH2:24][CH3:25])[C:18]1[CH:23]=[CH:22][CH:21]=[CH:20][CH:19]=1)([CH2:6][CH2:5][CH2:4][NH:3][CH:1]=[O:2])[CH2:8][CH2:9][CH2:10][NH:11][CH:12]=[O:13] |f:3.4|. Procedure: Proceeding in a manner similar to that described in C-1, 185.5 parts of N,N-bis(3-formamidopropyl)methylamine and 171 parts of N-ethyl-N-(2-chloroethyl)aniline were interacted in 140 parts of water to obtain a nearly quantitative yield of N-methyl-N-2-(N'-ethylanilino)ethyl-N,N-bis(3-formamidopropyl)-ammonium chloride in the form of an aqueous solution. cl 4. N-Methyl-N-2-(N'-ethylanilino)ethyl-N,N-bis(3-aminopropyl)ammonium chloride. RXN SMILES: [Cl:1][C:2]1[C:3]2[C:4]3[C:5](=[C:23]([CH3:26])[O:24][N:25]=3)[C:6](=[O:22])[N:7]([C:12]3[N:17]=[C:16]([CH2:18][C:19]([OH:21])=O)[CH:15]=[CH:14][CH:13]=3)[C:8]=2[CH:9]=[CH:10][CH:11]=1.CC[N:29]=C=NCCCN(C)C.[N+:38]([C:41]1[CH:47]=[CH:46][C:45]([O:48][CH3:49])=[CH:44][C:42]=1N)([O-:40])=[O:39].CC(C)=O.ClCCl>CN(C1C=CN=CC=1)C.ClCCl.CN(C=O)C>[Cl:1][C:2]1[C:3]2[C:4]3[C:5](=[C:23]([CH3:26])[O:24][N:25]=3)[C:6](=[O:22])[N:7]([C:12]3[N:17]=[C:16]([CH2:18][C:19]([NH:29][C:46]4[CH:47]=[C:41]([N+:38]([O-:40])=[O:39])[CH:42]=[CH:44][C:45]=4[O:48][CH3:49])=[O:21])[CH:15]=[CH:14][CH:13]=3)[C:8]=2[CH:9]=[CH:10][CH:11]=1 |f:3.4|. Starting materials: CC(=O)C.ClCCl (acetone dichloromethane), ClC=1C=2C=3C(C(N(C2C=CC1)C1=CC=CC(=N1)CC(=O)O)=O)=C(ON3)C ([6-(9-Chloro-3-methyl-4-oxo-5H-isoxazolo[4,3-c]quinolin-5-yl)-pyridin-2-yl]-acetic acid), CCN=C=NCCCN(C)C (EDCI), [N+](=O)([O-])C1=C(N)C=C(C=C1)OC (2-Nitro-5-methoxyaniline). The yield is 11.5%. Product: ClC=1C=2C=3C(C(N(C2C=CC1)C1=CC=CC(=N1)CC(=O)NC1=C(C=CC(=C1)[N+](=O)[O-])OC)=O)=C(ON3)C (2-[6-(9-Chloro-3-methyl-4-oxo-5H-isoxazolo[4,3-c]quinolin-5-yl)-pyridin-2-yl]-N-(2-methoxy-5-nitrophenyl)-acetamide). The solvent is ClCCl (dichloromethane), CN(C)C=O (DMF). Procedure: [6-(9-Chloro-3-methyl-4-oxo-5H-isoxazolo[4,3-c]quinolin-5-yl)-pyridin-2-yl]-acetic acid (0.075 g, 0.2 mmol), EDCI (0.055 g, 0.3 mmol), 2-Nitro-5-methoxyaniline (0.044 g, 0.26 mmol), DMAP (0.005 g, 0.04 mmol) in dichloromethane (4.5 ml) and DMF (0.75 ml) react for 5 h in a fashion similar to that of Example 3. Column chromatography (silica gel, acetone/dichloromethane gradient) gives the title compound (0.012 g, 12%). Mass Spectrum (FIA) (m/z) 520.2 [M+1] Reagents/catalysts: CN(C)C=1C=CN=CC1 (DMAP). The reactants are F[B-](F)(F)F, COc1c(C)cc(CC(OC(=O)N2CCC(N3CCc4ccccc4NC3=O)CC2)C(=O)O)cc1C, C1CN(C2CCOCC2)CCN1, CN(C)C=O, CN(C)C(On1nnc2ccccc21)=[N+](C)C. Product: COc1c(C)cc(CC(OC(=O)N2CCC(N3CCc4ccccc4NC3=O)CC2)C(=O)N2CCN(C3CCOCC3)CC2)cc1C. Reaction SMILES: [B-:37]([F:38])([F:39])([F:40])[F:41].[O:1]=[C:2]1[NH:3][c:4]2[c:5]([cH:33][cH:34][cH:35][cH:36]2)[CH2:6][CH2:7][N:8]1[CH:9]1[CH2:10][CH2:11][N:12]([C:15](=[O:16])[O:17][CH:18]([CH2:19][c:20]2[cH:21][c:22]([CH3:29])[c:23]([O:27][CH3:28])[c:24]([CH3:26])[cH:25]2)[C:30](=[O:31])[OH:32])[CH2:13][CH2:14]1.[O:59]1[CH2:60][CH2:61][CH:62]([N:65]2[CH2:66][CH2:67][NH:68][CH2:69][CH2:70]2)[CH2:63][CH2:64]1.[O:71]=[CH:72][N:73]([CH3:74])[CH3:75].[n:42]1([O:43][C:44]([N:45]([CH3:46])[CH3:47])=[N+:48]([CH3:49])[CH3:50])[c:51]2[cH:52][cH:53][cH:54][cH:55][c:56]2[n:57][n:58]1>>[O:1]=[C:2]1[NH:3][c:4]2[c:5]([cH:33][cH:34][cH:35][cH:36]2)[CH2:6][CH2:7][N:8]1[CH:9]1[CH2:10][CH2:11][N:12]([C:15](=[O:16])[O:17][CH:18]([CH2:19][c:20]2[cH:21][c:22]([CH3:29])[c:23]([O:27][CH3:28])[c:24]([CH3:26])[cH:25]2)[C:30](=[O:32])[N:68]2[CH2:67][CH2:66][N:65]([CH:62]3[CH2:61][CH2:60][O:59][CH2:64][CH2:63]3)[CH2:70][CH2:69]2)[CH2:13][CH2:14]1. Reactants: O1CCCC1 (tetrahydrofuran), BrC1=CC=C(C=C1)I (p-bromoiodobenzene), C1(=CC=CC=C1)C#C (phenylacetylene), [O-][Si](=O)[O-].[Mg+2] (Florisil). The reagents and catalysts are C1=CC=C(C=C1)P(C2=CC=CC=C2)C3=CC=CC=C3.C1=CC=C(C=C1)P(C2=CC=CC=C2)C3=CC=CC=C3.Cl[Pd]Cl (bis(triphenylphosphine)palladium(II)dichloride), [Cu]I (copper(I) iodide). The solvent is C(C)N(CC)CC (triethylamine). Conditions: time 12 hour. Yields the product BrC1=CC=C(C=C1)C#CC1=CC=CC=C1 ((4-bromophenyl)phenylacetylene). The yield is 58.3%. Reaction SMILES: [Br:1][C:2]1[CH:7]=[CH:6][C:5](I)=[CH:4][CH:3]=1.[C:9]1([C:15]#[CH:16])[CH:14]=[CH:13][CH:12]=[CH:11][CH:10]=1.O1CCCC1.[O-][Si]([O-])=O.[Mg+2]>C1C=CC(P(C2C=CC=CC=2)C2C=CC=CC=2)=CC=1.C1C=CC(P(C2C=CC=CC=2)C2C=CC=CC=2)=CC=1.Cl[Pd]Cl.[Cu]I.C(N(CC)CC)C>[Br:1][C:2]1[CH:7]=[CH:6][C:5]([C:16]#[C:15][C:9]2[CH:14]=[CH:13][CH:12]=[CH:11][CH:10]=2)=[CH:4][CH:3]=1 |f:3.4,5.6.7|. Procedure details: Into a 1000-mL three-neck flask were added 28.3 g (0.10 mol) of p-bromoiodobenzene, 10.2 g (0.10 mol) of phenylacetylene, 701 mg (1 mmol) of bis(triphenylphosphine)palladium(II)dichloride, and 190 mg (1 mmol) of copper(I) iodide, and nitrogen substitution was carried out. Then, 350 mL of tetrahydrofuran and 18 mL of triethylamine were added thereto, and the mixture was stirred at room temperature for 12 hours. After the reaction, the reaction mixture was washed with a 3% hydrochloric acid aqueou... Starting materials: FC1=C(C=C(C=C1)/C=C/C(=O)OCC)NC(=O)C1=CC(=CC2=CC=CC=C12)C1=C(C=CC=C1)CO (Ethyl(2E)-3-{4-fluoro-3-[({3-[2-(hydroxymethyl)phenyl]naphthalen-1-yl}carbonyl)amino]phenyl}prop-2-enoate), O[Li].O (LiOH.H2O). Yields the product FC1=C(C=C(C=C1)/C=C/C(=O)O)NC(=O)C1=CC(=CC2=CC=CC=C12)C1=C(C=CC=C1)CO ((2E)-3-{4-fluoro-3-[({3-[2-(hydroxymethyl)phenyl]naphthalen-1-yl}carbonyl)amino]phenyl}prop-2-enoic acid). Reaction SMILES: [F:1][C:2]1[CH:7]=[CH:6][C:5](/[CH:8]=[CH:9]/[C:10]([O:12]CC)=[O:11])=[CH:4][C:3]=1[NH:15][C:16]([C:18]1[C:27]2[C:22](=[CH:23][CH:24]=[CH:25][CH:26]=2)[CH:21]=[C:20]([C:28]2[CH:33]=[CH:32][CH:31]=[CH:30][C:29]=2[CH2:34][OH:35])[CH:19]=1)=[O:17].O[Li].O>>[F:1][C:2]1[CH:7]=[CH:6][C:5](/[CH:8]=[CH:9]/[C:10]([OH:12])=[O:11])=[CH:4][C:3]=1[NH:15][C:16]([C:18]1[C:27]2[C:22](=[CH:23][CH:24]=[CH:25][CH:26]=2)[CH:21]=[C:20]([C:28]2[CH:33]=[CH:32][CH:31]=[CH:30][C:29]=2[CH2:34][OH:35])[CH:19]=1)=[O:17] |f:1.2|. Reported procedure: Compound 17e was synthesized from 16e (0.6 mmol) and LiOH.H2O (1.8 mmol) using the procedure according to Method E described above. The reactants are CCOC(=O)C(C)Br, [O-]C(c1ccccc1)C(F)(F)F, [Na+]. Product: CCOC(=O)C(C)OC(c1ccccc1)C(F)(F)F. Reaction SMILES: [CH2:14]([CH3:15])[O:16][C:17]([CH:18]([CH3:19])[Br:20])=[O:21].[F:1][C:2]([CH:3]([O-:4])[c:5]1[cH:6][cH:7][cH:8][cH:9][cH:10]1)([F:11])[F:12].[Na+:13]>>[F:1][C:2]([CH:3]([O:4][CH:18]([C:17]([O:16][CH2:14][CH3:15])=[O:21])[CH3:19])[c:5]1[cH:6][cH:7][cH:8][cH:9][cH:10]1)([F:11])[F:12]. The reactants are [N+](=O)([O-])C1=CC=CC=2C(C3=CC=CC=C3C(C12)=O)=O (1-nitroanthraquinone), [H][H] (hydrogen), C1=CC=CC=2C(C3=CC=CC=C3C(C12)=O)=O (anthraquinone), aqueous solution, [OH-].[Na+] (sodium hydroxide), [N+](=O)([O-])C1=CC=CC=2C(C3=C(C=CC=C3C(C12)=O)[N+](=O)[O-])=O (1,5-dinitroanthraquinone), [N+](=O)([O-])C1=CC=CC=2C(C3=CC=CC(=C3C(C12)=O)[N+](=O)[O-])=O (1,8-dinitroanthraquinone), 1,6- and 1,7-dinitroanthraquinones, O=O (oxygen), [H][H] (hydrogen), [N+](=O)(O)[O-] (nitric acid). Reagents/catalysts: [C].[Pd] (palladium-carbon). The solvent is S(O)(O)(=O)=O (sulfuric acid). Reaction conditions: temperature 30 celsius, time 4 hour. Yields the product NC1=CC=CC=2C(C3=CC=CC=C3C(C12)=O)=O (1-aminoanthraquinone). Isolated yield 95.9%. Reaction SMILES: [N+:1]([C:4]1[C:17]2[C:16](=[O:18])[C:15]3[C:10](=[CH:11][CH:12]=[CH:13][CH:14]=3)[C:9](=[O:19])[C:8]=2[CH:7]=[CH:6][CH:5]=1)([O-])=O.[N+](C1C2C(=O)C3C(=C([N+]([O-])=O)C=CC=3)C(=O)C=2C=CC=1)([O-])=O.[N+](C1C2C(=O)C3C(=CC=CC=3[N+]([O-])=O)C(=O)C=2C=CC=1)([O-])=O.C1C2C(=O)C3C(=CC=CC=3)C(=O)C=2C=CC=1.[N+]([O-])(O)=O.[OH-].[Na+].[H][H].O=O>S(=O)(=O)(O)O.[C].[Pd]>[NH2:1][C:4]1[C:17]2[C:16](=[O:18])[C:15]3[C:10](=[CH:11][CH:12]=[CH:13][CH:14]=3)[C:9](=[O:19])[C:8]=2[CH:7]=[CH:6][CH:5]=1 |f:5.6,10.11|. Procedure details: A 500 ml. electromagnetically stirred autoclave was charged with 5.0 g (0.0178 mole of 1-nitroanthraquinone) of 1-nitroanthraquinone (having a purity of 90% and containing 5% of 1,5-dinitroanthraquinone, 3% of 1,8-dinitroanthraquinone and 2% of 1,6- and 1,7-dinitroanthraquinones) prepared by nitrating anthraquinone with nitric acid in sulfuric acid and roughly purifying the product, 100 g of a 4% aqueous solution of sodium hydroxide (0.1 mole as sodium hydroxide) and 0.15 g of 5% palladium-carbo... Reactants: C(C1=CC=CC=C1)OC(=O)N1CC(C1)C(=O)O (1-Benzyloxycarbonyl-3-azetidinecarboxylic acid), C[Si](C)(C)C=[N+]=[N-] (trimethylsilyldiazomethane). Solvent: CO (methanol), hexanes, C1(=CC=CC=C1)C (toluene). The product is C(C1=CC=CC=C1)OC(=O)N1CC(C1)C(=O)OC (Methyl 1-benzyloxycarbonyl-3-azetidinecarboxylate). The yield is 96.0%. As a reaction SMILES: [CH2:1]([O:8][C:9]([N:11]1[CH2:14][CH:13]([C:15]([OH:17])=[O:16])[CH2:12]1)=[O:10])[C:2]1[CH:7]=[CH:6][CH:5]=[CH:4][CH:3]=1.[CH3:18][Si](C=[N+]=[N-])(C)C>CO.C1(C)C=CC=CC=1>[CH2:1]([O:8][C:9]([N:11]1[CH2:12][CH:13]([C:15]([O:17][CH3:18])=[O:16])[CH2:14]1)=[O:10])[C:2]1[CH:3]=[CH:4][CH:5]=[CH:6][CH:7]=1. Procedure: 1-Benzyloxycarbonyl-3-azetidinecarboxylic acid (from step (i); 9.3 g, 39.6 mmol) was dissolved in methanol (100 mL) and toluene (100 mL), and cooled to 0° C. A solution of 2M trimethylsilyldiazomethane in hexanes was then added dropwise until bubbling had ceased and the yellow colour persisted. Acetic acid was then added dropwise until the yellow colour disappeared. Concentration of the solution yielded the title compound as an oil (9.48 g, 38 mmol, 96%). Reactants: C1(=CC=CC=C1)N=C=O (Phenyl isocyanate), CC1(OC2C(O1)C(OC2C(=O)NC=2C=C(C(=O)O)C=CC2)N2C1=NC=NC(=C1N=C2)NC(=O)NC2=CC=CC=C2)C (3-({2,2-Dimethyl-6-[6-(3-phenyl-ureido)-purin-9-yl]-tetrahydro-furo[3,4-d][1,3]dioxole-4-carbonyl}-amino)-benzoic acid). Yields the product C1(=CC=CC=C1)NC(=O)N (phenylurea). RXN SMILES: C1(N=C=O)C=CC=CC=1.CC1(C)OC2C(N3C=NC4C3=NC=NC=4[NH:40][C:41]([NH:43][C:44]3[CH:49]=[CH:48][CH:47]=[CH:46][CH:45]=3)=[O:42])OC(C(NC3C=C(C=CC=3)C(O)=O)=O)C2O1>>[C:44]1([NH:43][C:41]([NH2:40])=[O:42])[CH:49]=[CH:48][CH:47]=[CH:46][CH:45]=1. Reported procedure: Phenyl isocyanate was coupled with the amide product using a method similar to those described above, affording the intermediate phenylurea compound. MW calculated for C30H29N7O7 (MH+) 600. found 600 by LCMS.